This data is from the Open Reaction Database (ORD), a public repository of structured organic reaction records. The task is: describe an organic reaction: reactants, conditions, products, and yield Starting materials: Cl.C1(CC1)COC1=C(C=C(C(=C1)F)OC)C1=C2C(=NC=C1)C(=C(N2)C)C(=O)NC2CCNCC2 (7-[2-(cyclopropylmethoxy)-4-fluoro-5-methoxyphenyl]-2-methyl-N-(piperidin-4-yl)-1H-pyrrolo[3,2-b]pyridine-3-carboxamide hydrochloride), C(CC)(=O)Cl (propionyl chloride). The product is C1(CC1)COC1=C(C=C(C(=C1)F)OC)C1=C2C(=NC=C1)C(=C(N2)C)C(=O)NC2CCN(CC2)C(CC)=O (7-[2-(Cyclopropylmethoxy)-4-fluoro-5-methoxyphenyl]-2-methyl-N-(1-propanoylpiperidin-4-yl)-1H-pyrrolo[3,2-b]pyridine-3-carboxamide). As a reaction SMILES: Cl.[CH:2]1([CH2:5][O:6][C:7]2[CH:12]=[C:11]([F:13])[C:10]([O:14][CH3:15])=[CH:9][C:8]=2[C:16]2[CH:21]=[CH:20][N:19]=[C:18]3[C:22]([C:26]([NH:28][CH:29]4[CH2:34][CH2:33][NH:32][CH2:31][CH2:30]4)=[O:27])=[C:23]([CH3:25])[NH:24][C:17]=23)[CH2:4][CH2:3]1.[C:35](Cl)(=[O:38])[CH2:36][CH3:37]>>[CH:2]1([CH2:5][O:6][C:7]2[CH:12]=[C:11]([F:13])[C:10]([O:14][CH3:15])=[CH:9][C:8]=2[C:16]2[CH:21]=[CH:20][N:19]=[C:18]3[C:22]([C:26]([NH:28][CH:29]4[CH2:30][CH2:31][N:32]([C:35](=[O:38])[CH2:36][CH3:37])[CH2:33][CH2:34]4)=[O:27])=[C:23]([CH3:25])[NH:24][C:17]=23)[CH2:4][CH2:3]1 |f:0.1|. Procedure details: Starting from 7-[2-(cyclopropylmethoxy)-4-fluoro-5-methoxyphenyl]-2-methyl-N-(piperidin-4-yl)-1H-pyrrolo[3,2-b]pyridine-3-carboxamide hydrochloride (example D.f21) and commercially available propionyl chloride the title compound is obtained as colorless solid.